From a dataset of the Open Reaction Database (ORD), a public repository of structured organic reaction records. describe an organic reaction: reactants, conditions, products, and yield Solvent: C(Cl)Cl (methylene chloride). The reagents and catalysts are [Cl-].C(C1=CC=CC=C1)[N+](CC)(CC)CC (benzyltriethylammonium chloride). Starting materials: [OH-].[Na+] (NaOH), COC1=CC=C(CNC([C@H]([C@@H](C)O)Br)=O)C=C1 ((2S,3R)-2-bromo-3-hydroxybutyric acid p-methoxybenzylamide). As a reaction SMILES: [OH-].[Na+].[CH3:3][O:4][C:5]1[CH:19]=[CH:18][C:8]([CH2:9][NH:10][C:11](=[O:17])[C@@H:12](Br)[C@H:13]([OH:15])[CH3:14])=[CH:7][CH:6]=1>[Cl-].C([N+](CC)(CC)CC)C1C=CC=CC=1.C(Cl)Cl>[CH3:3][O:4][C:5]1[CH:19]=[CH:18][C:8]([CH2:9][NH:10][C:11](=[O:17])[C@@H:12]2[O:15][C@@H:13]2[CH3:14])=[CH:7][CH:6]=1 |f:0.1,3.4|. Reported procedure: 50 ml of 50% NaOH solution and 456 mg (2 mmol) of benzyltriethylammonium chloride are added to a solution of 6.04 g (20 mmol) of (2S,3R)-2-bromo-3-hydroxybutyric acid p-methoxybenzylamide in 150 ml of methylene chloride. The two-phase mixture is stirred vigorously for 20 hours at room temperature. The organic layer is separated off and the aqueous phase is then extracted with methylene chloride. The combined methylene chloride solutions are dried and concentrated by evaporation. The resulting cr... Conditions: time 20 hour. Product: COC1=CC=C(CNC([C@H]2[C@@H](C)O2)=O)C=C1 ((2R,3R)-2,3-epoxybutyric acid p-methoxybenzylamide). Reactants: C(=O)(C(F)(F)F)O (TFA), ice, N([C@@H](CC1=CC=C(C=C1)OCC1=CC=CC=C1)C(=O)C(=O)OCC[Si](C)(C)C)C(=O)OC(C)(C)C (Boc-Tyr(OBn)-CO2CH2CH2TMS). Run in C(Cl)Cl (CH2Cl2), C(Cl)Cl (CH2Cl2). Reaction conditions: time 1 minute. The product is N[C@@H](CC1=CC=C(C=C1)OCC1=CC=CC=C1)C(=O)C(=O)OCC[Si](C)(C)C (Tyr(OBn)-CO2CH2CH2TMS). RXN SMILES: C(O)(C(F)(F)F)=O.[NH:8](C(OC(C)(C)C)=O)[C@H:9]([C:25]([C:27]([O:29][CH2:30][CH2:31][Si:32]([CH3:35])([CH3:34])[CH3:33])=[O:28])=[O:26])[CH2:10][C:11]1[CH:16]=[CH:15][C:14]([O:17][CH2:18][C:19]2[CH:24]=[CH:23][CH:22]=[CH:21][CH:20]=2)=[CH:13][CH:12]=1>C(Cl)Cl>[NH2:8][C@H:9]([C:25]([C:27]([O:29][CH2:30][CH2:31][Si:32]([CH3:33])([CH3:35])[CH3:34])=[O:28])=[O:26])[CH2:10][C:11]1[CH:16]=[CH:15][C:14]([O:17][CH2:18][C:19]2[CH:24]=[CH:23][CH:22]=[CH:21][CH:20]=2)=[CH:13][CH:12]=1. Procedure details: Eighty percent TFA in CH2Cl2 (20 mL, v/v) was added to an ice-cooled solution of Boc-Tyr(OBn)-CO2CH2CH2TMS (14.8 g, 31.4 mmol) in CH2Cl2 (40 mL). The resulting mixture was stirred for 1.0 minute before concentrating in vacuo. The procedure was repeated once more, and the resulting residue was diluted with CH2 Cl2 and saturated aqueous NaHCO3. The resulting mixture was filtered through celite. The organic layer was then separated, washed with saturated aqueous NaCl, and dried (MgSO4). Filtration ... The reactants are COc1ccc(S(=O)(=O)[O-])c(OC)c1-c1ccccc1P(C1CCCCC1)C1CCCCC1, NS(=O)(=O)c1ccc(Cl)cc1, OB(O)c1ccc(F)cc1F, [K+], [K+], [Na+], O=C([O-])[O-], CC(=O)[O-], CC(=O)[O-], O, [Pd+2]. The product is NS(=O)(=O)c1ccc(-c2ccc(F)cc2F)cc1. RXN SMILES: [CH:23]1([P:24]([CH:25]2[CH2:26][CH2:27][CH2:28][CH2:29][CH2:30]2)[c:31]2[cH:32][cH:33][cH:34][cH:35][c:36]2-[c:37]2[c:38]([O:39][CH3:40])[cH:41][cH:42][c:43]([S:44]([O-:45])(=[O:46])=[O:47])[c:48]2[O:49][CH3:50])[CH2:51][CH2:52][CH2:53][CH2:54][CH2:55]1.[Cl:1][c:2]1[cH:3][cH:4][c:5]([S:8](=[O:9])(=[O:10])[NH2:11])[cH:6][cH:7]1.[F:12][c:13]1[c:14]([B:20]([OH:21])[OH:22])[cH:15][cH:16][c:17]([F:19])[cH:18]1.[K+:57].[K+:58].[Na+:56].[O-:59][C:60]([O-:61])=[O:62].[O-:64][C:65]([CH3:66])=[O:67].[O-:68][C:69]([CH3:70])=[O:71].[OH2:72].[Pd+2:63]>>[c:2]1(-[c:14]2[c:13]([F:12])[cH:18][c:17]([F:19])[cH:16][cH:15]2)[cH:3][cH:4][c:5]([S:8](=[O:9])(=[O:10])[NH2:11])[cH:6][cH:7]1. Starting materials: CC[SiH](CC)CC, ClCCl, O=C(O)C(F)(F)F, O=C1N(C(c2ccccc2)c2ccccc2)c2cccc(F)c2C1(O)c1cc2c(cc1O)OCCO2. The product is O=C1C(c2cc3c(cc2O)OCCO3)c2c(F)cccc2N1C(c1ccccc1)c1ccccc1. As a reaction SMILES: [CH2:44]([SiH:45]([CH2:46][CH3:47])[CH2:48][CH3:49])[CH3:50].[Cl:51][CH2:52][Cl:53].[OH:37][C:38]([C:39]([F:40])([F:41])[F:42])=[O:43].[c:1]1([CH:7]([N:8]2[C:9](=[O:30])[C:10]([c:18]3[cH:19][c:20]4[c:21]([cH:26][c:27]3[OH:28])[O:22][CH2:23][CH2:24][O:25]4)([OH:29])[c:11]3[c:12]([F:17])[cH:13][cH:14][cH:15][c:16]32)[c:31]2[cH:32][cH:33][cH:34][cH:35][cH:36]2)[cH:2][cH:3][cH:4][cH:5][cH:6]1>>[c:1]1([CH:7]([N:8]2[C:9](=[O:30])[CH:10]([c:18]3[cH:19][c:20]4[c:21]([cH:26][c:27]3[OH:28])[O:22][CH2:23][CH2:24][O:25]4)[c:11]3[c:12]([F:17])[cH:13][cH:14][cH:15][c:16]32)[c:31]2[cH:32][cH:33][cH:34][cH:35][cH:36]2)[cH:2][cH:3][cH:4][cH:5][cH:6]1. Starting materials: C(=O)[O-].[NH4+] (ammonium formate), [N+](=O)([O-])C(CC(P(OCC)(=O)OCC)P(OCC)(=O)OCC)CCCCC (tetraethyl 3-nitrooctane-1,1-bisphosphonate), C(=O)[O-].[NH4+] (ammonium formate). The reagents and catalysts are [Pd] (palladium on carbon), [Pd] (palladium on carbon). Solvent: CO (methanol). Reaction conditions: time 24 hour. Product: NC(CC(P(OCC)(=O)OCC)P(OCC)(=O)OCC)CCCCC (tetraethyl 3-aminooctane-1,1-bisphosphonate). Yield: 92.3%. RXN SMILES: [N+:1]([CH:4]([CH2:23][CH2:24][CH2:25][CH2:26][CH3:27])[CH2:5][CH:6]([P:15]([O:20][CH2:21][CH3:22])(=[O:19])[O:16][CH2:17][CH3:18])[P:7]([O:12][CH2:13][CH3:14])(=[O:11])[O:8][CH2:9][CH3:10])([O-])=O.C([O-])=O.[NH4+]>CO.[Pd]>[NH2:1][CH:4]([CH2:23][CH2:24][CH2:25][CH2:26][CH3:27])[CH2:5][CH:6]([P:15]([O:20][CH2:21][CH3:22])(=[O:19])[O:16][CH2:17][CH3:18])[P:7]([O:8][CH2:9][CH3:10])(=[O:11])[O:12][CH2:13][CH3:14] |f:1.2|. Reported procedure: To a stirred solution of tetraethyl 3-nitrooctane-1,1-bisphosphonate (0.70 g, 1.62 mmol) in methanol (4 mL) was added ammonium formate (0.45 g, 6.9 mmol) and 10% palladium on carbon (0.070 g). After 24 hours, more 10% palladium on carbon (0.035 g) and ammonium formate (0.45 g, 6.9 mmol) were added. After stirring for a total of 4 days, the reaction mixture was filtered, rinsing the residue with methanol, and concentrated. The residue was taken up in brine (5 mL) and extracted with dichloromethan...